From a dataset of the Open Reaction Database (ORD), a public repository of structured organic reaction records. describe an organic reaction: reactants, conditions, products, and yield Starting materials: S(=O)([O-])S(=O)[O-].[Na+].[Na+] (sodium dithionite), COC1=C2C(=CC3=C1OCC3)C=CC(=O)O2 (2,3-dihydroxanthotoxin), ClC=1C(C(=C(C(C1Cl)=O)C#N)C#N)=O (2,3-dichloro-5,6-dicyano-1,4-benzoquinone), [OH-].[Na+] (sodium hydroxide). Solvent: C1(=CC=CC=C1)C (toluene). The product is COC1=C2C(C=CO2)=CC3=C1OC(=O)C=C3 (8-methoxypsoralen). Isolated yield 70.0%. As a reaction SMILES: [CH3:1][O:2][C:3]1[C:8]2[O:9][CH2:10][CH2:11][C:7]=2[CH:6]=[C:5]2[CH:12]=[CH:13][C:14]([O:16][C:4]=12)=[O:15].ClC1C(=O)C(C#N)=C(C#N)C(=O)C=1Cl.[OH-].[Na+].S(S([O-])=O)([O-])=O.[Na+].[Na+]>C1(C)C=CC=CC=1>[CH3:1][O:2][C:3]1[C:4]2[O:16][C:14]([CH:13]=[CH:12][C:5]=2[CH:6]=[C:7]2[CH:11]=[CH:10][O:9][C:8]=12)=[O:15] |f:2.3,4.5.6|. Reported procedure: A reaction mixture of 218 g of 2,3-dihydroxanthotoxin of Part E, 281 g of 2,3-dichloro-5,6-dicyano-1,4-benzoquinone, and 3 liters of toluene was stirred and heated at reflux for 20 hours. The mixture was cooled and poured into 10 liters of 10 percent sodium hydroxide solution containing 5 percent sodium dithionite. The solution was then extracted twice with about 2 liters of chloroform. The combined chloroform extracts were washed with water and dried over sodium sulphate and concentrated to dry... The reactants are C1CCOC1, Cl, [Na+], [OH-], COC(C(=O)NC1CSCCN(Cc2ccc3ccccc3c2)C1=O)C1OC(C)(C)OC(C=CC(C)(C)C)C1O. Product: COC(C(=O)NC1CSCCN(Cc2ccc3ccccc3c2)C1=O)C(O)C(O)C(O)C=CC(C)(C)C. RXN SMILES: [CH2:44]1[O:45][CH2:46][CH2:47][CH2:48]1.[ClH:41].[Na+:43].[OH-:42].[cH:1]1[c:2]([CH2:11][N:12]2[CH2:13][CH2:14][S:15][CH2:16][CH:17]([NH:20][C:21]([CH:22]([O:23][CH3:24])[CH:25]3[O:26][C:27]([CH3:38])([CH3:39])[O:28][CH:29]([CH:32]=[CH:33][C:34]([CH3:35])([CH3:36])[CH3:37])[CH:30]3[OH:31])=[O:40])[C:18]2=[O:19])[cH:3][cH:4][c:5]2[cH:6][cH:7][cH:8][cH:9][c:10]12>>[cH:1]1[c:2]([CH2:11][N:12]2[CH2:13][CH2:14][S:15][CH2:16][CH:17]([NH:20][C:21]([CH:22]([O:23][CH3:24])[CH:25]([OH:26])[CH:30]([CH:29]([OH:28])[CH:32]=[CH:33][C:34]([CH3:35])([CH3:36])[CH3:37])[OH:31])=[O:40])[C:18]2=[O:19])[cH:3][cH:4][c:5]2[cH:6][cH:7][cH:8][cH:9][c:10]12. Starting materials: COC(=O)C1C(C2=C(NC(C1C)=O)C=C(C=C2)Cl)=O (8-chloro-3-methyl-2,5-dioxo-2,3,4,5-tetrahydro-1H-benzo[b]azepine-4-carboxylic acid methyl ester), O (H2O), O (H2O). Run in CN(C)C=O (DMF). Run at temperature 230 celsius. The product is ClC=1C=CC2=C(NC(C(CC2=O)C)=O)C1 (8-Chloro-3-methyl-3,4-dihydro-1H-benzo[b]azepine-2,5-dione). RXN SMILES: COC([CH:5]1[CH:11]([CH3:12])[C:10](=[O:13])[NH:9][C:8]2[CH:14]=[C:15]([Cl:18])[CH:16]=[CH:17][C:7]=2[C:6]1=[O:19])=O.O>CN(C=O)C>[Cl:18][C:15]1[CH:16]=[CH:17][C:7]2[C:6](=[O:19])[CH2:5][CH:11]([CH3:12])[C:10](=[O:13])[NH:9][C:8]=2[CH:14]=1. Reported procedure: To a solution of 8-chloro-3-methyl-2,5-dioxo-2,3,4,5-tetrahydro-1H-benzo[b]azepine-4-carboxylic acid methyl ester (iii-i) (0.2 g, 0.7 mmol) in DMF (2 mL) was added H2O (0.3 mL) and the reaction mixture heated to 230° C. in a microwave reactor for 5 minutes. H2O (20 mL) was added to the reaction mixture and the resulting precipitate was filtered and washed with H2O. The solid was dried under reduced pressure at 40° C. for 16 h to afford iv-i (0.12 g, 77%) as a white solid: MS m/z=224 (M+H). The product is [Br-], C[Si](C)(C)C#CC=CC[P+](c1ccccc1)(c1ccccc1)c1ccccc1. As a reaction SMILES: [Br:20][CH2:21][CH:22]=[CH:23][C:24]#[C:25][Si:26]([CH3:27])([CH3:28])[CH3:29].[CH3:30][c:31]1[cH:32][cH:33][cH:34][cH:35][cH:36]1.[CH3:37][O:38][C:39]([CH3:40])([CH3:41])[CH3:42].[c:1]1([P:7]([c:8]2[cH:9][cH:10][cH:11][cH:12][cH:13]2)[c:14]2[cH:15][cH:16][cH:17][cH:18][cH:19]2)[cH:2][cH:3][cH:4][cH:5][cH:6]1>>[Br-:20].[c:1]1([P+:7]([c:8]2[cH:9][cH:10][cH:11][cH:12][cH:13]2)([c:14]2[cH:15][cH:16][cH:17][cH:18][cH:19]2)[CH2:21][CH:22]=[CH:23][C:24]#[C:25][Si:26]([CH3:27])([CH3:28])[CH3:29])[cH:2][cH:3][cH:4][cH:5][cH:6]1. Starting materials: C[Si](C)(C)C#CC=CCBr, Cc1ccccc1, COC(C)(C)C, c1ccc(P(c2ccccc2)c2ccccc2)cc1. Starting materials: NC1=C(C=C(OC2=CC=NC3=C2NC(C(N3)=O)=O)C=C1)F (8-(4-amino-3-fluorophenoxy)pyrido[3,2-b]pyrazine-2,3(1H,4H)-dione), C(C)(C)(C)C1=NN(C(=C1)N=C=O)C1=CC=C(C=C1)C (3-tert-butyl-5-isocyanato-1-p-tolyl-1H-pyrazole). Product: C(C)(C)(C)C1=NN(C(=C1)NC(=O)NC1=C(C=C(C=C1)OC1=CC=NC2=C1NC(C(N2)=O)=O)F)C2=CC=C(C=C2)C (1-(3-Tert-butyl-1-p-tolyl-1H-pyrazol-5-yl)-3-(4-(2,3-dioxo-1,2,3,4-tetrahydropyrido[3,2-b]pyrazin-8-yloxy)-2-fluorophenyl)urea). Reaction SMILES: [NH2:1][C:2]1[CH:20]=[CH:19][C:5]([O:6][C:7]2[C:12]3[NH:13][C:14](=[O:18])[C:15](=[O:17])[NH:16][C:11]=3[N:10]=[CH:9][CH:8]=2)=[CH:4][C:3]=1[F:21].[C:22]([C:26]1[CH:30]=[C:29]([N:31]=[C:32]=[O:33])[N:28]([C:34]2[CH:39]=[CH:38][C:37]([CH3:40])=[CH:36][CH:35]=2)[N:27]=1)([CH3:25])([CH3:24])[CH3:23]>>[C:22]([C:26]1[CH:30]=[C:29]([NH:31][C:32]([NH:1][C:2]2[CH:20]=[CH:19][C:5]([O:6][C:7]3[C:12]4[NH:13][C:14](=[O:18])[C:15](=[O:17])[NH:16][C:11]=4[N:10]=[CH:9][CH:8]=3)=[CH:4][C:3]=2[F:21])=[O:33])[N:28]([C:34]2[CH:39]=[CH:38][C:37]([CH3:40])=[CH:36][CH:35]=2)[N:27]=1)([CH3:25])([CH3:24])[CH3:23]. Procedure details: Method F2 was used with 8-(4-amino-3-fluorophenoxy)pyrido[3,2-b]pyrazine-2,3(1H,4H)-dione and 3-tert-butyl-5-isocyanato-1-p-tolyl-1H-pyrazole to give the title compound as a white solid. Yield: 33 mg (44%). Starting materials: COC(=O)C1CCC(NC(=O)OC(C)(C)C)C(NC(=O)c2cc3cc(Cl)ccc3[nH]2)C1, CN1CCc2nc(C(=O)[O-])sc2C1, CCO, Cl, [Li+]. The product is COC(=O)C1CCC(NC(=O)c2nc3c(s2)CN(C)CC3)C(NC(=O)c2cc3cc(Cl)ccc3[nH]2)C1. As a reaction SMILES: [C:1]([CH3:3])([CH3:4])([O:5][C:6](=[O:2])[NH:8][CH:9]1[CH:10]([NH:19][C:20](=[O:21])[c:22]2[nH:23][c:24]3[cH:25][cH:26][c:27]([Cl:31])[cH:28][c:29]3[cH:30]2)[CH2:11][CH:12]([C:15](=[O:16])[O:17][CH3:18])[CH2:13][CH2:14]1)[CH3:7].[CH3:33][N:34]1[CH2:35][c:36]2[c:37]([n:40][c:41]([C:43]([O-:44])=[O:45])[s:42]2)[CH2:38][CH2:39]1.[CH3:47][CH2:48][OH:49].[ClH:32].[Li+:46]>>[O:5]=[C:6]([NH:8][CH:9]1[CH:10]([NH:19][C:20](=[O:21])[c:22]2[nH:23][c:24]3[cH:25][cH:26][c:27]([Cl:31])[cH:28][c:29]3[cH:30]2)[CH2:11][CH:12]([C:15](=[O:16])[O:17][CH3:18])[CH2:13][CH2:14]1)[c:41]1[n:40][c:37]2[c:36]([s:42]1)[CH2:35][N:34]([CH3:33])[CH2:39][CH2:38]2. Reactants: CC(=O)O, Oc1cccc(C(Cl)=C(Cl)Cl)c1, [Na+], O=C([O-])O, O=C(CCl)NCO, O=S(=O)(O)O. Product: O=C(CCl)NCc1ccc(C(Cl)=C(Cl)Cl)cc1O. Reaction SMILES: [CH3:30][C:31](=[O:32])[OH:33].[Cl:1][C:2](=[C:3]([Cl:4])[Cl:5])[c:6]1[cH:7][c:8]([OH:12])[cH:9][cH:10][cH:11]1.[Na+:29].[O-:25][C:26]([OH:27])=[O:28].[OH:13][CH2:14][NH:15][C:16]([CH2:17][Cl:18])=[O:19].[S:20](=[O:21])(=[O:22])([OH:23])[OH:24]>>[Cl:1][C:2](=[C:3]([Cl:4])[Cl:5])[c:6]1[cH:7][c:8]([OH:12])[c:9]([CH2:14][NH:15][C:16]([CH2:17][Cl:18])=[O:19])[cH:10][cH:11]1. The reactants are NC1=NC(=NN1)N(C)C (5-amino-3-dimethylamino-1H-1,2,4-triazole), C(C)(=O)O (acetic acid), O=C1C(SCCC1)C(=O)OCC (ethyl 3-oxo-3,4,5,6-tetrahydro-2H-thiopyrane-2-carboxylate). Solvent: CN(C=O)C (dimethylformamide). Conditions: time 40 minute. Product: CN(C1=NN2C(NC3=C(C2=O)SCCC3)=N1)C (2-dimethylamino-5,7,8,9-tetrahydrothiopyrano[3,2-d]-1,2,4-triazolo[1,5-a]pyrimidine-5(10H)-one). Yield: 65.3%. As a reaction SMILES: [NH2:1][C:2]1[NH:6][N:5]=[C:4]([N:7]([CH3:9])[CH3:8])[N:3]=1.C(O)(=O)C.O=[C:15]1[CH2:20][CH2:19][CH2:18][S:17][CH:16]1[C:21](OCC)=[O:22]>CN(C)C=O>[CH3:8][N:7]([CH3:9])[C:4]1[N:3]=[C:2]2[NH:1][C:15]3[CH2:20][CH2:19][CH2:18][S:17][C:16]=3[C:21](=[O:22])[N:6]2[N:5]=1. Procedure details: To the solution of 6.35 g (0.05 mole) of 5-amino-3-dimethylamino-1H-1,2,4-triazole, 2.5 ml of acetic acid and 12.5 ml of dimethylformamide, 9.4 g (0.05 mole) of ethyl 3-oxo-3,4,5,6-tetrahydro-2H-thiopyrane-2-carboxylate are added and the reaction mixture is boiled for 40 minutes. The precipitated product is filtered off from the hot solution, then washed with acetic acid and i-propanol and recrystallized from dimethylformamide. Thus 8.2 g (65.2%) of 2-dimethylamino-5,7,8,9-tetrahydrothiopyrano[3... The reactants are C1(=CC=CC=C1)C1C2C=CC(C2)C12NC(CC2)=O (3-phenyl-spiro[bicyclo[2.2.1]-hept-5-ene-2,2'-pyrrolidin]-5'-one), P12(=S)SP3(=S)SP(=S)(S1)SP(=S)(S2)S3 (phosphorus pentasulfide), [O-2].[Ca+2] (calcium oxide). Product: C1(=CC=CC=C1)C1C2C=CC(C2)C12NC(CC2)=S (3-Phenyl-spiro[bicyclo[2.2.1]-hept-5-ene-2,2'-pyrrolidine]-5'-thione). RXN SMILES: [C:1]1([CH:7]2[C:13]3([CH2:17][CH2:16][C:15](=O)[NH:14]3)[CH:11]3[CH2:12][CH:8]2[CH:9]=[CH:10]3)[CH:6]=[CH:5][CH:4]=[CH:3][CH:2]=1.P12(SP3(SP(SP(S3)(S1)=S)(=S)S2)=S)=[S:20].[O-2].[Ca+2]>>[C:1]1([CH:7]2[C:13]3([CH2:17][CH2:16][C:15](=[S:20])[NH:14]3)[CH:11]3[CH2:12][CH:8]2[CH:9]=[CH:10]3)[CH:6]=[CH:5][CH:4]=[CH:3][CH:2]=1 |f:2.3|. Procedure: 20 mmoles of 3-phenyl-spiro[bicyclo[2.2.1]-hept-5-ene-2,2'-pyrrolidin]-5'-one, 4 g of phosphorus pentasulfide and 3 g of calcium oxide are stirred at 50°C. for 2 hours and the mixture is filtered hot into a saturated sodium carbonate solution. The residue is substantially disintegrated with concentrated hydrochloric acid, the mixture is diluted with water and the solutions are combined. The mixture is extracted several times by shaking with toluene and the organic phases are separated off, dried...